Dataset: the Open Reaction Database (ORD), a public repository of structured organic reaction records. Task: describe an organic reaction: reactants, conditions, products, and yield The reactants are OC1=C(C(=O)OC)C=CC=C1C(CC)=O (methyl 2-hydroxy-3-propionylbenzoate), C1(CCCCCC1)C(=O)Cl (Cycloheptanecarbonyl chloride). The reagents and catalysts are CN(C1=CC=NC=C1)C (4-dimethylaminopyridine). Run at time 5 hour. Yields the product C1(CCCCCC1)C(=O)OC1=C(C(=O)OC)C=CC=C1C(CC)=O (methyl 2-cycloheptanecarbonyloxy-3-propionylbenzoate). The solvent is ClCCl (dichloromethane), ClCCl (dichloromethane). Reaction SMILES: [OH:1][C:2]1[C:11]([C:12](=[O:15])[CH2:13][CH3:14])=[CH:10][CH:9]=[CH:8][C:3]=1[C:4]([O:6][CH3:7])=[O:5].[CH:16]1([C:23](Cl)=[O:24])[CH2:22][CH2:21][CH2:20][CH2:19][CH2:18][CH2:17]1>CN(C)C1C=CN=CC=1.ClCCl>[CH:16]1([C:23]([O:1][C:2]2[C:11]([C:12](=[O:15])[CH2:13][CH3:14])=[CH:10][CH:9]=[CH:8][C:3]=2[C:4]([O:6][CH3:7])=[O:5])=[O:24])[CH2:22][CH2:21][CH2:20][CH2:19][CH2:18][CH2:17]1. Procedure: A mixture, of 7.3 g of methyl 2-hydroxy-3-propionylbenzoate, 4.7 g of 4-dimethylaminopyridine and 50 ml of dichloromethane was stirred at room temperature. Cycloheptanecarbonyl chloride, 56 g, in 10 ml of dichloromethane, (prepared as described in P. W. Collins et al., J. Med. Chem. 32, 1001-1006 (1989)) was added to the solution using dropwise addition. The mixture was stirred at room temperature for 5 hours and allowed to stand overnight. The reaction mixture was washed, in succession, with 3%... Reactants: C=C(C)COC(=O)N=C(N)c1ccc(NC(c2nc(OCOC(=O)C(C)(C)COC)n(-c3ncccn3)n2)c2cc(OC)cc(OCCOC(C)=O)c2F)cc1, CS(=O)(=O)O, CCOC(C)=O. The product is C=C(C)COC(=O)N=C(N)c1ccc(NC(c2nc(OCOC(=O)C(C)(C)COC)n(-c3ncccn3)n2)c2cc(OC)cc(OCCOC(C)=O)c2F)cc1, CS(=O)(=O)O. As a reaction SMILES: [C:1]([CH3:2])(=[O:3])[O:4][CH2:5][CH2:6][O:7][c:8]1[c:9]([F:56])[c:10]([CH:16]([c:17]2[n:18][c:19]([O:28][CH2:29][O:30][C:31]([C:32]([CH2:33][O:34][CH3:35])([CH3:36])[CH3:37])=[O:38])[n:20](-[c:22]3[n:23][cH:24][cH:25][cH:26][n:27]3)[n:21]2)[NH:39][c:40]2[cH:41][cH:42][c:43]([C:46](=[N:47][C:48](=[O:49])[O:50][CH2:51][C:52](=[CH2:53])[CH3:54])[NH2:55])[cH:44][cH:45]2)[cH:11][c:12]([O:14][CH3:15])[cH:13]1.[CH3:57][S:58]([OH:59])(=[O:60])=[O:61].[CH3:62][CH2:63][O:64][C:65](=[O:66])[CH3:67]>>[C:1]([CH3:2])(=[O:3])[O:4][CH2:5][CH2:6][O:7][c:8]1[c:9]([F:56])[c:10]([CH:16]([c:17]2[n:18][c:19]([O:28][CH2:29][O:30][C:31]([C:32]([CH2:33][O:34][CH3:35])([CH3:36])[CH3:37])=[O:38])[n:20](-[c:22]3[n:23][cH:24][cH:25][cH:26][n:27]3)[n:21]2)[NH:39][c:40]2[cH:41][cH:42][c:43]([C:46](=[N:47][C:48](=[O:49])[O:50][CH2:51][C:52](=[CH2:53])[CH3:54])[NH2:55])[cH:44][cH:45]2)[cH:11][c:12]([O:14][CH3:15])[cH:13]1.[CH3:57][S:58](=[O:59])(=[O:60])[OH:61]. Reactants: NC=1C=C2C(=CNC2=CC1)C1CCN(CC1)C (5-amino-3-(1-methyl-piperidin-4-yl)-1H-indole), FC1=C(C(=O)Cl)C=CC=C1 (2-fluorobenzoyl chloride). Product: FC1=C(C(=O)NC=2C=C3C(=CNC3=CC2)C2CCN(CC2)C)C=CC=C1 (5-(2-fluorobenzoyl)amino-3-(1-methylpiperidin-4-yl)-1H-indole). Isolated yield 79.4%. Reaction SMILES: [NH2:1][C:2]1[CH:3]=[C:4]2[C:8](=[CH:9][CH:10]=1)[NH:7][CH:6]=[C:5]2[CH:11]1[CH2:16][CH2:15][N:14]([CH3:17])[CH2:13][CH2:12]1.[F:18][C:19]1[CH:27]=[CH:26][CH:25]=[CH:24][C:20]=1[C:21](Cl)=[O:22]>>[F:18][C:19]1[CH:27]=[CH:26][CH:25]=[CH:24][C:20]=1[C:21]([NH:1][C:2]1[CH:3]=[C:4]2[C:8](=[CH:9][CH:10]=1)[NH:7][CH:6]=[C:5]2[CH:11]1[CH2:16][CH2:15][N:14]([CH3:17])[CH2:13][CH2:12]1)=[O:22]. Procedure: Beginning with 10 mg (0.0437 mMol) 5-amino-3-(1-methyl-piperidin-4-yl)-1H-indole and 5.4 μL (0.0458 mMol) 2-fluorobenzoyl chloride, 12.2 mg (80%) of the title compound were recovered. The reactants are C1CCOC1, [Li+], CCOC(=O)C(C)C1OB(O)c2cc(Oc3nnc(N)s3)cc(C)c21, [OH-], O, O. Product: Cc1cc(Oc2nnc(N)s2)cc2c1C(C(C)C(=O)O)OB2O. RXN SMILES: [CH2:30]1[O:31][CH2:32][CH2:33][CH2:34]1.[Li+:28].[NH2:1][c:2]1[n:3][n:4][c:5]([O:7][c:8]2[cH:9][c:10]([CH3:25])[c:11]3[c:12]([cH:24]2)[B:13]([OH:23])[O:14][CH:15]3[CH:16]([C:17](=[O:18])[O:19][CH2:20][CH3:21])[CH3:22])[s:6]1.[OH-:27].[OH2:26].[OH2:29]>>[NH2:1][c:2]1[n:3][n:4][c:5]([O:7][c:8]2[cH:9][c:10]([CH3:25])[c:11]3[c:12]([cH:24]2)[B:13]([OH:23])[O:14][CH:15]3[CH:16]([C:17](=[O:18])[OH:19])[CH3:22])[s:6]1. Starting materials: Nc1ccc(OCc2ccccc2)cc1, CCCCCO, Cc1ccc(S(=O)(=O)O)cc1, O=C(O)Cc1cccnc1Cl, Cl, O. Yields the product O=C1Cc2cccnc2N1c1ccc(OCc2ccccc2)cc1. Reaction SMILES: [CH2:2]([c:3]1[cH:4][cH:5][cH:6][cH:7][cH:8]1)[O:9][c:10]1[cH:11][cH:12][c:13]([NH2:14])[cH:15][cH:16]1.[CH2:40]([OH:41])[CH2:42][CH2:43][CH2:44][CH3:45].[CH3:18][c:19]1[cH:20][cH:21][c:22]([S:23]([OH:24])(=[O:25])=[O:26])[cH:27][cH:28]1.[Cl:29][c:30]1[n:31][cH:32][cH:33][cH:34][c:35]1[CH2:36][C:37](=[O:38])[OH:39].[ClH:1].[OH2:17]>>[CH2:2]([c:3]1[cH:4][cH:5][cH:6][cH:7][cH:8]1)[O:9][c:10]1[cH:11][cH:12][c:13]([N:14]2[c:30]3[n:31][cH:32][cH:33][cH:34][c:35]3[CH2:36][C:37]2=[O:38])[cH:15][cH:16]1. The reactants are C(C)N(C=1C=C2CCNC(C2=CC1)=O)C (6-(Ethyl-methyl-amino)-3,4-dihydro-2H-isoquinolin-1-one), BrC1=C(COC(C)=O)C(=CC=C1)Br (acetic acid 2,6-dibromo-benzyl ester), cuprous iodide, C([O-])([O-])=O.[K+].[K+] (potassium carbonate), CS(=O)C (DMSO), Cuprous iodide. The solvent is C(C)(=O)OCC (ethyl acetate), O (water). Conditions: temperature 150 celsius, time 20 minute. The product is BrC1=C(COC(C)=O)C(=CC=C1)N1C(C2=CC=C(C=C2CC1)N(C)CC)=O (acetic acid 2-bromo-6-[6-(ethyl-methyl-amino)-1-oxo-3,4-dihydro-1H-isoquinolin-2-yl]-benzyl ester). Isolated yield 27.8%. As a reaction SMILES: [CH2:1]([N:3]([CH3:15])[C:4]1[CH:5]=[C:6]2[C:11](=[CH:12][CH:13]=1)[C:10](=[O:14])[NH:9][CH2:8][CH2:7]2)[CH3:2].[Br:16][C:17]1[CH:27]=[CH:26][CH:25]=[C:24](Br)[C:18]=1[CH2:19][O:20][C:21](=[O:23])[CH3:22].C(=O)([O-])[O-].[K+].[K+].CS(C)=O>C(OCC)(=O)C.O>[Br:16][C:17]1[CH:27]=[CH:26][CH:25]=[C:24]([N:9]2[CH2:8][CH2:7][C:6]3[C:11](=[CH:12][CH:13]=[C:4]([N:3]([CH2:1][CH3:2])[CH3:15])[CH:5]=3)[C:10]2=[O:14])[C:18]=1[CH2:19][O:20][C:21](=[O:23])[CH3:22] |f:2.3.4|. Procedure details: 6-(Ethyl-methyl-amino)-3,4-dihydro-2H-isoquinolin-1-one (2.07 g, 10.1 mmol), acetic acid 2,6-dibromo-benzyl ester (6.25, 20.3 mmol), cuprous iodide (386 mg, 2.03 mmol) and potassium carbonate (1.40, 10.1 mmol) were deposited in a sealed vessel. 30 mL DMSO was added. Argon was bubbled through the mixture for 3 minutes and the lid was tightly closed. This was heated at 150° C. for 24 hours. Cuprous iodide (386 mg, 2.03 mmol) was added and the mixture was heated at 150° C. for an additional 24 hour... Reactants: C(C)OC(C)=O.Cl (hydrogen chloride ethyl acetate), C(C)(C)(C)OC(N(CCN(CC1=CC=NC=C1)CCCOC=1C=C2C=CC(N(C2=CC1)C)=O)C)=O (methyl-(2-{[3-(1-methyl-2-oxo-1,2-dihydro-quinolin-6-yloxy)-propyl]-pyridin-4-ylmethyl-amino}-ethyl)-carbamic acid tert-butyl ester). The solvent is C(C)(=O)OCC (ethyl acetate). Reaction conditions: time 30 minute. The product is Cl.Cl.Cl.CN1C(C=CC2=CC(=CC=C12)OCCCN(CC1=CC=NC=C1)CCNC)=O (1-Methyl-6-{3-[(2-methylamino-ethyl)-pyridin-4-ylmethyl-amino]-propoxy}-1H-quinolin-2-one trihydrochloride). Reaction SMILES: C(OC(=O)C)C.[ClH:7].C(O[C:13](=O)[N:14](C)[CH2:15][CH2:16][N:17]([CH2:25][CH2:26][CH2:27][O:28][C:29]1[CH:30]=[C:31]2[C:36](=[CH:37][CH:38]=1)[N:35]([CH3:39])[C:34](=[O:40])[CH:33]=[CH:32]2)[CH2:18][C:19]1[CH:24]=[CH:23][N:22]=[CH:21][CH:20]=1)(C)(C)C>C(OCC)(=O)C>[ClH:7].[ClH:7].[ClH:7].[CH3:39][N:35]1[C:36]2[C:31](=[CH:30][C:29]([O:28][CH2:27][CH2:26][CH2:25][N:17]([CH2:16][CH2:15][NH:14][CH3:13])[CH2:18][C:19]3[CH:24]=[CH:23][N:22]=[CH:21][CH:20]=3)=[CH:38][CH:37]=2)[CH:32]=[CH:33][C:34]1=[O:40] |f:0.1,4.5.6.7|. Procedure details: A 4N-hydrogen chloride ethyl acetate solution(4.2 ml) was added to an ethyl acetate solution (30 ml) of methyl-(2-{[3-(1-methyl-2-oxo-1,2-dihydro-quinolin-6-yloxy)-propyl]-pyridin-4-ylmethyl-amino}-ethyl)-carbamic acid tert-butyl ester (1.0 g), and the mixture was stirred for 30 minutes at room temperature. The reaction mixture was condensed under reduced pressure to give the title compound(1.0 g) as a white powder. Procedure: To a solution of cis-1,4-butene diol (6) (20.0 g, 227.27 mmol) in dry CH2Cl2 (700 mL) at 0° C. was added imidazole (23.21 g, 340.91 mmol) and tert-butyldimethylsilyl chloride (37.68 g, 250.0 mmol). The reaction mixture was stirred at 0° C. for 6 h. After completion of reaction (monitored by TLC), it was diluted with CH2Cl2 (500 mL) washed with water, brine and dried over anhydrous Na2SO4. Removal of solvent under reduced pressure gave the crude product which was then purified by column chromatog... As a reaction SMILES: [CH:1](/[OH:6])=[CH:2]/[CH2:3][CH2:4][OH:5].N1C=CN=C1.[Si:12](Cl)([C:15]([CH3:18])([CH3:17])[CH3:16])([CH3:14])[CH3:13]>C(Cl)Cl>[Si:12]([O:6][CH2:1]/[CH:2]=[CH:3]\[CH2:4][OH:5])([C:15]([CH3:18])([CH3:17])[CH3:16])([CH3:14])[CH3:13]. Run at temperature 0 celsius, time 6 hour. Solvent: C(Cl)Cl (CH2Cl2), C(Cl)Cl (CH2Cl2). Isolated yield 73.0%. Yields the product [Si](C)(C)(C(C)(C)C)OC\C=C/CO ((Z)-4-(tert-butyldimethylsilyloxy)but-2-en-1-ol). Starting materials: C(=C/CCO)/O (Cis-1,4-butene diol), N1C=NC=C1 (imidazole), [Si](C)(C)(C(C)(C)C)Cl (tert-butyldimethylsilyl chloride). The reactants are O=C1NC2=C(OC1)C=CC(=N2)C=O (3-oxo-3,4-dihydro-2H-pyrido[3,2-b][1,4]oxazine-6-carbaldehyde), COC1=CC=C2N=CC(=NC2=C1)SCCN1CCC(CC1)N (1-[2-(7-methoxy-quinoxalin-2-ylsulfanyl)-ethyl]-piperidin-4-ylamine). Product: solid, COC1=CC=C2N=CC(=NC2=C1)SCCN1CCC(CC1)NCC=1C=CC=2OCC(NC2N1)=O (6-({1-[2-(7-methoxy-quinoxalin-2-ylsulfanyl)-ethyl]-piperidin-4-ylamino}-methyl)-4H-pyrido[3,2-b][1,4]oxazin-3-one). The yield is 44.0%. Reaction SMILES: [O:1]=[C:2]1[CH2:7][O:6][C:5]2[CH:8]=[CH:9][C:10]([CH:12]=O)=[N:11][C:4]=2[NH:3]1.[CH3:14][O:15][C:16]1[CH:25]=[C:24]2[C:19]([N:20]=[CH:21][C:22]([S:26][CH2:27][CH2:28][N:29]3[CH2:34][CH2:33][CH:32]([NH2:35])[CH2:31][CH2:30]3)=[N:23]2)=[CH:18][CH:17]=1>>[CH3:14][O:15][C:16]1[CH:25]=[C:24]2[C:19]([N:20]=[CH:21][C:22]([S:26][CH2:27][CH2:28][N:29]3[CH2:30][CH2:31][CH:32]([NH:35][CH2:12][C:10]4[CH:9]=[CH:8][C:5]5[O:6][CH2:7][C:2](=[O:1])[NH:3][C:4]=5[N:11]=4)[CH2:33][CH2:34]3)=[N:23]2)=[CH:18][CH:17]=1. Reported procedure: The title compound is prepared as a yellow solid (48 mg, 44% yield) following Scheme 3 and in analogy to Example 40 using 3-oxo-3,4-dihydro-2H-pyrido[3,2-b][1,4]oxazine-6-carbaldehyde (40 mg, 0.22 mmol 1.0 eq) and 1-[2-(7-methoxy-quinoxalin-2-ylsulfanyl)-ethyl]-piperidin-4-ylamine (70 mg, 0.22 mmol, 1.0 eq) as starting materials.